This data is from the Open Reaction Database (ORD), a public repository of structured organic reaction records. The task is: describe an organic reaction: reactants, conditions, products, and yield The reactants are NC(=O)N (urea), O1C=C(C(C2=CC=CC=C12)=O)C(=O)Cl (chromone-3-carbonylchloride). Reagents/catalysts: S(O)(O)(=O)=O (sulfuric acid). Run in C1=CC=CC=C1 (benzene), C1=CC=CC=C1 (benzene). The product is O=C1C(=COC2=C1C=CC=C2)C(=O)NC(=O)N ([(4-oxo-4H-1-benzopyran-3-yl)carbonyl]urea). Isolated yield 63.0%. Reaction SMILES: [O:1]1[C:10]2[C:5](=[CH:6][CH:7]=[CH:8][CH:9]=2)[C:4](=[O:11])[C:3]([C:12](Cl)=[O:13])=[CH:2]1.[NH2:15][C:16]([NH2:18])=[O:17]>C1C=CC=CC=1.S(=O)(=O)(O)O>[O:11]=[C:4]1[C:5]2[CH:6]=[CH:7][CH:8]=[CH:9][C:10]=2[O:1][CH:2]=[C:3]1[C:12]([NH:15][C:16]([NH2:18])=[O:17])=[O:13]. Reported procedure: A hot solution of 10.4 g (0.05 mol) of chromone-3-carbonylchloride in 150 ml of benzene was added over two minutes to a stirred boiling mixture of 3.6 g (0.06 mol) of urea, 100 ml of benzene and two drops of conc. sulfuric acid. The mixture was stirred at reflux for 2 hrs., cooled and filtered; wt 12.3 g; mp 200°-217°. Recrystallization from dimethylformamide gave 63% yield of pure product, mp 247°-250°. The reactants are OC(CCCCCCCC(=O)OC)C=C (methyl 9-hydroxy-10-undecenate), C(C)(=O)OC=C (vinyl acetate). Run in C(C)(C)OC(C)C (diisopropyl ether). Reaction conditions: temperature 30 celsius, time 62 hour. Product: O[C@H](CCCCCCCC(=O)OC)C=C ((R)-methyl 9-hydroxy-10-undecenate). Yield: 30.4%. RXN SMILES: [OH:1][CH:2]([CH:14]=[CH2:15])[CH2:3][CH2:4][CH2:5][CH2:6][CH2:7][CH2:8][CH2:9][C:10]([O:12][CH3:13])=[O:11].C(OC=C)(=O)C>C(OC(C)C)(C)C>[OH:1][C@@H:2]([CH:14]=[CH2:15])[CH2:3][CH2:4][CH2:5][CH2:6][CH2:7][CH2:8][CH2:9][C:10]([O:12][CH3:13])=[O:11]. Procedure details: To a solution of methyl 9-hydroxy-10-undecenate (500 mg) in diisopropyl ether (12 ml) was added vinyl acetate (323 μl) and Lipase PS (AMANO SEIYAKU Co., Ltd.) (500 mg) and then shaken for 62 hours at 30° C. The reaction mixture was filtrated and the filtrate was poured into ethyl acetate. The organic layer was washed with saturated brine, dried over magnesium sulfate anhydride, and then evaporated under reduced pressure. The resulting product was purified by silica gel column chromatography (n-h...